Dataset: the Open Reaction Database (ORD), a public repository of structured organic reaction records. Task: describe an organic reaction: reactants, conditions, products, and yield The reactants are FC(C(=O)OCC)(F)F (ethyl trifluoroacetate), C(C)(=O)C=1SC2=C(N1)C=CC(=C2)F (2-acetyl-6-fluorobenzothiazole), C[O-].[Na+] (sodium methoxide). Solvent: C1CCOC1 (THF), C1CCOC1 (THF), C1CCOC1 (THF). Run at time 1.5 hour. Yields the product FC1=CC2=C(N=C(S2)C(CC(C(F)(F)F)=O)=O)C=C1 (1-(6-fluorobenzothiazol-2-yl)-4,4,4-trifluorobutane-1,3-dione). Isolated yield 42.4%. As a reaction SMILES: C[O-].[Na+].[F:4][C:5]([F:12])([F:11])[C:6]([O:8]CC)=O.[C:13]([C:16]1[S:17][C:18]2[CH:24]=[C:23]([F:25])[CH:22]=[CH:21][C:19]=2[N:20]=1)(=[O:15])[CH3:14]>C1COCC1>[F:25][C:23]1[CH:22]=[CH:21][C:19]2[N:20]=[C:16]([C:13](=[O:15])[CH2:14][C:6](=[O:8])[C:5]([F:4])([F:11])[F:12])[S:17][C:18]=2[CH:24]=1 |f:0.1|. Procedure details: To a suspension of sodium methoxide (0.581 mg, 1.08 mmol) in THF (15 ml) was added a solution of ethyl trifluoroacetate (1.456 g, 10.2 mmol) in THF (7 ml) under nitrogen atmosphere. To the resulting mixture was added a solution of 2-acetyl-6-fluorobenzothiazole (2.00 g, 10.2 mmol) in THF (25 ml) dropwise along with ice cooling. The mixture was stirred at room temperature for 1.5 hours, and then concentrated. The resultant residue was subjected to purification using column chromatography on silic... Reactants: C1(=CC=CC=C1)C(CCCCOC)(O)C1=CC=CC=C1 (1,1-diphenyl-5-methoxy-1-pentanol), C(C)(=O)O (acetic acid), Br (hydrobromic acid). The solvent is O (water). Procedure: A mixture of the pentanol prepared as above (8.88 g., 0.0328 mole) in 132 ml. of glacial acetic acid and 66 ml. of distilled hydrobromic acid was stirred at ambient temperature for two hours and then refluxed for 90 minutes. The reaction mixture was cooled, diluted with water and extracted with ether. The ether extract was washed with 5% sodium carbonate solution, water, dried and concentrated to obtain an oil which is chromatographed on silica to yield 5,5-diphenyl-4-pentenyl bromide. RXN SMILES: [C:1]1([C:7]([C:15]2[CH:20]=[CH:19][CH:18]=[CH:17][CH:16]=2)(O)[CH2:8][CH2:9][CH2:10][CH2:11]OC)[CH:6]=[CH:5][CH:4]=[CH:3][CH:2]=1.C(O)(=O)C.[BrH:25]>O>[C:1]1([C:7]([C:15]2[CH:20]=[CH:19][CH:18]=[CH:17][CH:16]=2)=[CH:8][CH2:9][CH2:10][CH2:11][Br:25])[CH:6]=[CH:5][CH:4]=[CH:3][CH:2]=1. Yields the product C1(=CC=CC=C1)C(=CCCCBr)C1=CC=CC=C1 (5,5-diphenyl-4-pentenyl bromide).